Dataset: the Open Reaction Database (ORD), a public repository of structured organic reaction records. Task: describe an organic reaction: reactants, conditions, products, and yield Starting materials: SC1=CC=NC=C1 (4-mercaptopyridine), NC(=N)N (guanidine), C(C)C1=C(C(=O)Cl)C=C(C(=C1)SC1=CC=NC=C1)S(=O)(=O)C (2-ethyl-4-(4-pyridylthio)-5-methylsulfonylbenzoyl chloride), O([Na])C (NaOCH3), C(C)C1=C(C(=O)O)C=C(C(=C1)Cl)S(=O)(=O)C (2-ethyl-4-chloro-5-methylsulfonylbenzoic acid), O=S(Cl)Cl (SOCl2). Yields the product NC(=NC(C1=C(C=C(C(=C1)S(=O)(=O)C)SC1=CC=NC=C1)CC)=O)N (N-diaminomethylene-2-ethyl-4-(4-pyridylthio)-5-methylsulfonylbenzamide). Reaction SMILES: [NH2:1][C:2]([NH2:4])=[NH:3].[CH2:5]([C:7]1[CH:15]=[C:14]([S:16][C:17]2[CH:22]=[CH:21][N:20]=[CH:19][CH:18]=2)[C:13]([S:23]([CH3:26])(=[O:25])=[O:24])=[CH:12][C:8]=1[C:9](Cl)=[O:10])[CH3:6].C(C1C=C(Cl)C(S(C)(=O)=O)=CC=1C(O)=O)C.SC1C=CN=CC=1.O(C)[Na].O=S(Cl)Cl>>[NH2:3][C:2]([NH2:4])=[N:1][C:9](=[O:10])[C:8]1[CH:12]=[C:13]([S:23]([CH3:26])(=[O:25])=[O:24])[C:14]([S:16][C:17]2[CH:18]=[CH:19][N:20]=[CH:21][CH:22]=2)=[CH:15][C:7]=1[CH2:5][CH3:6]. Procedure: In analogy to Example 1, the reaction of guanidine with 2-ethyl-4-(4-pyridylthio)-5-methylsulfonylbenzoyl chloride [obtainable by reacting 2-ethyl-4-chloro-5-methylsulfonylbenzoic acid with 4-mercaptopyridine in the presence of NaOCH3 at 180° followed by chlorination with SOCl2 ] gives N-diaminomethylene-2-ethyl-4-(4-pyridylthio)-5-methylsulfonylbenzamide. Reactants: C(C)(C)N(CC)C(C)C (diisopropylethylamine), BrCC=C(C)C (4-bromo-2-methyl-2-butene), C(C1=CC=CC=C1)OC1=CC=C(C=C1)N(CC(C)(C)NC([C@H](CC(C)C)NC)=O)CC=C(C)C ((S)-4-Methyl-2-methylamino-pentanoic acid {2-[(4-benzyloxy-phenyl)-(3-methyl-but-2-enyl)-amino]-1,1-dimethyl-ethyl}-amide). The solvent is C1CCOC1 (THF). Run at temperature 50 celsius. Product: C(C1=CC=CC=C1)OC1=CC=C(C=C1)N(CC(C)(C)NC([C@H](CC(C)C)N(CC=C(C)C)C)=O)CC=C(C)C ((S)-4-Methyl-2-[methyl-(3-methyl-but-2-enyl)-amino]-pentanoic acid {2-[(4-benzyloxy-phenyl)-(3-methyl-but-2-enyl)-amino]-1,1-dimethyl-ethyl}-amide). As a reaction SMILES: [CH2:1]([O:8][C:9]1[CH:14]=[CH:13][C:12]([N:15]([CH2:30][CH:31]=[C:32]([CH3:34])[CH3:33])[CH2:16][C:17]([NH:20][C:21](=[O:29])[C@@H:22]([NH:27][CH3:28])[CH2:23][CH:24]([CH3:26])[CH3:25])([CH3:19])[CH3:18])=[CH:11][CH:10]=1)[C:2]1[CH:7]=[CH:6][CH:5]=[CH:4][CH:3]=1.[CH:35](N(C(C)C)CC)(C)C.BrC[CH:46]=[C:47]([CH3:49])[CH3:48]>C1COCC1>[CH2:1]([O:8][C:9]1[CH:14]=[CH:13][C:12]([N:15]([CH2:30][CH:31]=[C:32]([CH3:33])[CH3:34])[CH2:16][C:17]([NH:20][C:21](=[O:29])[C@@H:22]([N:27]([CH3:35])[CH2:28][CH:46]=[C:47]([CH3:49])[CH3:48])[CH2:23][CH:24]([CH3:26])[CH3:25])([CH3:19])[CH3:18])=[CH:11][CH:10]=1)[C:2]1[CH:3]=[CH:4][CH:5]=[CH:6][CH:7]=1. Reported procedure: (S)-4-Methyl-2-methylamino-pentanoic acid {2-[(4-benzyloxy-phenyl)-(3-methyl-but-2-enyl)-amino]-1,1-dimethyl-ethyl}-amide (XIIa, 0.14 g, 0.31 mmol) was dissolved in THF (10 mL), treated with diisopropylethylamine (0.31 g, 2.4 mmol), and 4-bromo-2-methyl-2-butene (0.6 mmol), and heated to 50° C. for 15 hours. The reaction was concentrated and chromatographed on silica gel eluting with 2:1 hexane/EtOAc to yield the desired product. Starting materials: Cl.Cl.NC1=CC=2C(=C3C(=NC2C=C1)CCNCC3)C (9-amino-1,2,4,5-tetrahydro-11-methyl-3H-azepino[4,5-b]quinoline dihydrochloride), BrBr (bromine). Yields the product Cl.Cl.NC1=C(C=2C(=C3C(=NC2C=C1)CCNCC3)C)Br (9-Amino-10-bromo-1,2,4,5-tetrahydro-11-methyl-3H-azepino[4,5-b]quinoline dihydrochloride). As a reaction SMILES: [ClH:1].Cl.[NH2:3][C:4]1[CH:13]=[CH:12][C:11]2[N:10]=[C:9]3[CH2:14][CH2:15][NH:16][CH2:17][CH2:18][C:8]3=[C:7]([CH3:19])[C:6]=2[CH:5]=1.[Br:20]Br>>[ClH:1].[ClH:1].[NH2:3][C:4]1[CH:13]=[CH:12][C:11]2[N:10]=[C:9]3[CH2:14][CH2:15][NH:16][CH2:17][CH2:18][C:8]3=[C:7]([CH3:19])[C:6]=2[C:5]=1[Br:20] |f:0.1.2,4.5.6|. Procedure: 9-Amino-10-bromo-1,2,4,5-tetrahydro-11-methyl-3H-azepino[4,5-b]quinoline dihydrochloride was prepared from 9-amino-1,2,4,5-tetrahydro-11-methyl-3H-azepino[4,5-b]quinoline dihydrochloride by bromination with an equimolar quantity of bromine analogous to Example 148. Reactants: COC(=O)Cc1cnc(NC(=O)Nc2cccc(C(F)(F)F)c2)s1, CS(C)=O, CCOC(C)=O, [K+], [K+], O=C([O-])[O-]. Yields the product COC(=O)C(CO)c1cnc(NC(=O)Nc2cccc(C(F)(F)F)c2)s1. RXN SMILES: [CH3:1][O:2][C:3]([CH2:4][c:5]1[cH:6][n:7][c:8]([NH:10][C:11](=[O:12])[NH:13][c:14]2[cH:15][c:16]([C:20]([F:21])([F:22])[F:23])[cH:17][cH:18][cH:19]2)[s:9]1)=[O:24].[CH3:31][S:32]([CH3:33])=[O:34].[CH3:35][CH2:36][O:37][C:38]([CH3:39])=[O:40].[K+:25].[K+:26].[O-:27][C:28]([O-:29])=[O:30]>>[CH3:1][O:2][C:3]([CH:4]([c:5]1[cH:6][n:7][c:8]([NH:10][C:11](=[O:12])[NH:13][c:14]2[cH:15][c:16]([C:20]([F:21])([F:22])[F:23])[cH:17][cH:18][cH:19]2)[s:9]1)[CH2:28][OH:27])=[O:24]. Reactants: Cl, Cl, Cl, NC1CCC(CCN2CCN(c3nccc4c3OCC4)CC2)CC1, O=C(O)c1ccccc1. The product is O=C(NC1CCC(CCN2CCN(c3nccc4c3OCC4)CC2)CC1)c1ccccc1. As a reaction SMILES: [ClH:1].[ClH:2].[ClH:3].[O:4]1[CH2:5][CH2:6][c:7]2[c:8]1[c:9]([N:13]1[CH2:14][CH2:15][N:16]([CH2:19][CH2:20][CH:21]3[CH2:22][CH2:23][CH:24]([NH2:27])[CH2:25][CH2:26]3)[CH2:17][CH2:18]1)[n:10][cH:11][cH:12]2.[OH:28][C:29](=[O:30])[c:31]1[cH:32][cH:33][cH:34][cH:35][cH:36]1>>[O:4]1[CH2:5][CH2:6][c:7]2[c:8]1[c:9]([N:13]1[CH2:14][CH2:15][N:16]([CH2:19][CH2:20][CH:21]3[CH2:22][CH2:23][CH:24]([NH:27][C:29](=[O:28])[c:31]4[cH:32][cH:33][cH:34][cH:35][cH:36]4)[CH2:25][CH2:26]3)[CH2:17][CH2:18]1)[n:10][cH:11][cH:12]2. Starting materials: CN1N=C(C=C1C(=O)Cl)C (1,3-dimethyl-1H-pyrazole-5-carbonyl chloride), CN1N=C(C=C1C(=O)Cl)C (1,3-dimethyl-1H-pyrazole-5-carbonyl chloride), C(C)(C)OC(=O)N1C(CC(C2=NC(=CC=C12)C(F)(F)F)NCC1=CC(=CC(=C1)C(F)(F)F)C(F)(F)F)CC (4-(3,5-bis-trifluoromethyl-benzylamino)-2-ethyl-6-trifluoromethyl-3,4-dihydro-2H-[1,5]naphthyridine-1-carboxylic acid isopropyl ester), N1=CC=CC=C1 (pyridine). Solvent: ClCCl (dichloromethane), ClCCl (dichloromethane), ClCCl (dichloromethane). Conditions: time 3 hour. Product: C(C)(C)OC(=O)N1[C@H](C[C@H](C2=CC(=CC=C12)C(F)(F)F)N(C(=O)C=1N(N=C(C1)C)C)CC1=CC(=CC(=C1)C(F)(F)F)C(F)(F)F)CC ((+/−)-cis-4-[(3,5-Bis-trifluoromethyl-benzyl)-(2,5-dimethyl-2H-pyrazole-3-carbonyl)-amino]-2-ethyl-6-trifluoromethyl-3,4-dihydro-2H-quinoline-1-carboxylic acid isopropyl ester). Isolated yield 55.8%. RXN SMILES: [CH3:1][N:2]1[C:6]([C:7](Cl)=[O:8])=[CH:5][C:4]([CH3:10])=[N:3]1.[CH:11]([O:14][C:15]([N:17]1[C:26]2[C:21](=N[C:23]([C:27]([F:30])([F:29])[F:28])=[CH:24][CH:25]=2)[CH:20]([NH:31][CH2:32][C:33]2[CH:38]=[C:37]([C:39]([F:42])([F:41])[F:40])[CH:36]=[C:35]([C:43]([F:46])([F:45])[F:44])[CH:34]=2)[CH2:19][CH:18]1[CH2:47][CH3:48])=[O:16])([CH3:13])[CH3:12].N1C=CC=C[CH:50]=1>ClCCl>[CH:11]([O:14][C:15]([N:17]1[C:26]2[C:21](=[CH:50][C:23]([C:27]([F:29])([F:30])[F:28])=[CH:24][CH:25]=2)[C@H:20]([N:31]([CH2:32][C:33]2[CH:38]=[C:37]([C:39]([F:42])([F:40])[F:41])[CH:36]=[C:35]([C:43]([F:44])([F:46])[F:45])[CH:34]=2)[C:7]([C:6]2[N:2]([CH3:1])[N:3]=[C:4]([CH3:10])[CH:5]=2)=[O:8])[CH2:19][C@@H:18]1[CH2:47][CH3:48])=[O:16])([CH3:13])[CH3:12]. Procedure: Add a solution of 1,3-dimethyl-1H-pyrazole-5-carbonyl chloride (50 mg, 0.31 mmol) in dry dichloromethane (0.5 mL) to a solution of 4-(3,5-bis-trifluoromethyl-benzylamino)-2-ethyl-6-trifluoromethyl-3,4-dihydro-2H-[1,5]naphthyridine-1-carboxylic acid isopropyl ester (159 mg, 0.28 mmol) in dry dichloromethane (2 mL) and pyridine (0.045 mL, 0.56 mmol) at 0° C. Stir the mixture at room temperature for 3 h. Add a solution of 1,3-dimethyl-1H-pyrazole-5-carbonyl chloride (57 mg, 0.36 mmol) in dry dichlo...